From a dataset of the Open Reaction Database (ORD), a public repository of structured organic reaction records. describe an organic reaction: reactants, conditions, products, and yield The reactants are CN(C=O)C (dimethylformamide), [H-].[Na+] (sodium hydride), CN(C=O)C (dimethylformamide), C(#N)C1N(C=CC2=CC=CC=C12)C(C1=CC=CC=C1)=O (1-cyano-2-benzoyl-1,2-dihydroisoquinoline), VI, C(CCC)C1=CC=C(CCl)C=C1 (4-n-butylbenzylchloride). Run in O (Water). Reaction conditions: time 30 minute. Product: C(CCC)C1=CC=C(CC2=NC=CC3=CC=CC=C23)C=C1 (1-(4-butylbenzyl)isoquinoline). Yield: 17.2%. RXN SMILES: CN(C)C=O.[H-].[Na+].[C:8]([CH:10]1[C:19]2[C:14](=[CH:15][CH:16]=[CH:17][CH:18]=2)[CH:13]=[CH:12][N:11]1C(=O)C1C=CC=CC=1)#N.[CH2:28]([C:32]1[CH:39]=[CH:38][C:35](CCl)=[CH:34][CH:33]=1)[CH2:29][CH2:30][CH3:31]>O>[CH2:28]([C:32]1[CH:39]=[CH:38][C:35]([CH2:8][C:10]2[C:19]3[C:14](=[CH:15][CH:16]=[CH:17][CH:18]=3)[CH:13]=[CH:12][N:11]=2)=[CH:34][CH:33]=1)[CH2:29][CH2:30][CH3:31] |f:1.2|. Procedure details: To a dimethylformamide (1.8 ml) solution of 60% sodium hydride (16 mg, 0.40 mmol), a dimethylformamide (3.6 ml) solution of 1-cyano-2-benzoyl-1,2-dihydroisoquinoline (100 mg, 0.38 mmol) synthesized according to the literature of Org. Synth., VI, 115 (1988), and 4-n-butylbenzylchloride (70 mg, 0.38 mmol) was added dropwise under nitrogen atmosphere at −16° C., and was further stirred at room temperature for 30 minutes. Water was added, this was concentrated, and toluene and water were added to th... The reactants are C(C(=O)Cl)(=O)Cl (oxalyl chloride), CS(=O)C (dimethyl sulfoxide), C(C1=CC=CC=C1)OC(=O)N1[C@@H](C[C@H](C1)OS(=O)(=O)C)COCCO ((2S,4R)-1-benzyloxycarbonyl-2-(2-hydroxyethyloxymethyl)-4-methanesulfonyloxypyrrolidine). Solvent: ClCCl (dichloromethane), ClCCl (dichloromethane), C(C)N(CC)CC (triethylamine). Reaction conditions: time 2 hour. Product: C(C1=CC=CC=C1)OC(=O)N1[C@@H](C[C@H](C1)OS(=O)(=O)C)COCC=O ((2S,4R)-1-benzyloxycarbonyl-2-(2-oxoethyl)oxymethyl-4-methanesulfonyloxypyrrolidine). The yield is 89.8%. Reaction SMILES: C(Cl)(=O)C(Cl)=O.CS(C)=O.[CH2:11]([O:18][C:19]([N:21]1[CH2:25][C@H:24]([O:26][S:27]([CH3:30])(=[O:29])=[O:28])[CH2:23][C@H:22]1[CH2:31][O:32][CH2:33][CH2:34][OH:35])=[O:20])[C:12]1[CH:17]=[CH:16][CH:15]=[CH:14][CH:13]=1>ClCCl.C(N(CC)CC)C>[CH2:11]([O:18][C:19]([N:21]1[CH2:25][C@H:24]([O:26][S:27]([CH3:30])(=[O:29])=[O:28])[CH2:23][C@H:22]1[CH2:31][O:32][CH2:33][CH:34]=[O:35])=[O:20])[C:12]1[CH:13]=[CH:14][CH:15]=[CH:16][CH:17]=1. Reported procedure: Under nitrogen atmosphere at -70° C., to a solution of oxalyl chloride (4.31 ml) in dichloromethane (200 ml) were added dropwise dimethyl sulfoxide (7.01 ml), a solution of (2S,4R)-1-benzyloxycarbonyl-2-(2-hydroxyethyloxymethyl)-4-methanesulfonyloxypyrrolidine (17.57 g) in dichloromethane (50 ml) and triethylamine (37.8 ml). The reaction mixture was stirred at the same temperature for 2 hours and then allowed to warm to ambient temperature. Precipitate was filtered off and to the filtrate was ad... The reactants are COC(C=CC1=CC=C2C=CNC2=C1)=O (3-(1H-Indol-6-yl)-acrylic acid methyl ester), COC1=C(C=CC=C1)B(O)O (2-methoxyphenyl boronic acid), [RhCl(cod)]2, TEA. The solvent is O (H2O), O1CCOCC1 (1,4-dioxane). Run at temperature 90 celsius, time 6 hour. Product: COC(CC(C1=C(C=CC=C1)OC)C1=CC=C2C=CNC2=C1)=O (3-(1H-Indol-6-yl)-3-(2-methoxy-phenyl)-propionic acid methyl ester). Yield: 19.4%. Reaction SMILES: [CH3:1][O:2][C:3](=[O:15])[CH:4]=[CH:5][C:6]1[CH:14]=[C:13]2[C:9]([CH:10]=[CH:11][NH:12]2)=[CH:8][CH:7]=1.[CH3:16][O:17][C:18]1[CH:23]=[CH:22][CH:21]=[CH:20][C:19]=1B(O)O>O.O1CCOCC1>[CH3:1][O:2][C:3](=[O:15])[CH2:4][CH:5]([C:6]1[CH:14]=[C:13]2[C:9]([CH:10]=[CH:11][NH:12]2)=[CH:8][CH:7]=1)[C:19]1[CH:20]=[CH:21][CH:22]=[CH:23][C:18]=1[O:17][CH3:16]. Reported procedure: A mixture of 3-(1H-indol-6-yl)-acrylic acid methyl ester XXX (1.0 g, 5.0 mmol), 2-methoxyphenyl boronic acid (1.1 g, 7.2 mmol), [RhCl(cod)]2 (110 mg, 0.25 mmol) and TEA (5 mmol) in H2O (14 ml) and 1,4-dioxane (1 ml) was stirred at 90° C. in a sealed vial for 6 hours. The reaction mixture was cooled to room temperature and extracted with EtOAc. The combined organic layers were dried over MgSO4, filtered, concentrated, and purified via flash chromatography (hexane/acetone) to provide 3-(1H-indol-6... Starting materials: CCN(C(C)C)C(C)C, Clc1nc(Cl)c2c(n1)CCS2, CC(C)C(N)CO, C1COCCO1. The product is CC(C)C(CO)Nc1nc(Cl)nc2c1SCC2. Reaction SMILES: [CH:12]([N:13]([CH:14]([CH3:15])[CH3:16])[CH2:17][CH3:18])([CH3:19])[CH3:20].[Cl:1][c:2]1[n:3][c:4]([Cl:11])[c:5]2[c:6]([n:7]1)[CH2:8][CH2:9][S:10]2.[NH2:21][CH:22]([CH2:23][OH:24])[CH:25]([CH3:26])[CH3:27].[O:28]1[CH2:29][CH2:30][O:31][CH2:32][CH2:33]1>>[Cl:1][c:2]1[n:3][c:4]([NH:21][CH:22]([CH2:23][OH:24])[CH:25]([CH3:26])[CH3:27])[c:5]2[c:6]([n:7]1)[CH2:8][CH2:9][S:10]2. The reactants are C(C1=CC=CC=C1)[C@H]1N(C(OC1)=O)C(=O)C1C(C1)C1=CC(=C(C=C1)OC)F ((R)-4-benzyl-3-[2-(3-fluoro-4-methoxy-phenyl)-cyclopropanecarbonyl]-oxazolidin-2-o n), [O-]S(=O)[O-].[Na+].[Na+] (Na2SO3), [Li+].[OH-] (LiOH), OO (H2O2), Cl (HCl). Solvent: C1CCOC1.O (THF H2O), O (water), O (water). Run at time 30 minute. The product is FC=1C=C(C=CC1OC)C1C(C1)C(=O)O (2-(3-fluoro-4-methoxy-phenyl)-cyclopropane carboxylic acid). Reaction SMILES: [Li+].[OH-].OO.C([C@@H]1COC(=O)N1[C:18]([CH:20]1[CH2:22][CH:21]1[C:23]1[CH:28]=[CH:27][C:26]([O:29][CH3:30])=[C:25]([F:31])[CH:24]=1)=[O:19])C1C=CC=CC=1.[O-:32]S([O-])=O.[Na+].[Na+].Cl>O.C1COCC1.O>[F:31][C:25]1[CH:24]=[C:23]([CH:21]2[CH2:22][CH:20]2[C:18]([OH:19])=[O:32])[CH:28]=[CH:27][C:26]=1[O:29][CH3:30] |f:0.1,4.5.6,9.10|. Procedure: After LiOH (0.059 g, 1.40 mmol) was dissolved in water (5 mL), H2O2 (0.3 mL, 3.52 mmol) was added thereto, and the mixture was stirred at room temperature for 30 minutes. The reactant was added to the solution of (R)-4-benzyl-3-[2-(3-fluoro-4-methoxy-phenyl)-cyclopropanecarbonyl]-oxazolidin-2-o n (0.325 g, 0.88 mmol) obtained in Step C of Preparation Example 61 in THF/H2O (17 mL/4.4 mL) at 0° C., and the mixture was stirred for 1 hour. After the termination of the reaction, Na2SO3 (1 g) dissolve... Reactants: CN (methylamine), BrCCCCCOC=1C(=CC=C2C(=CC(OC12)=O)NC1=C(C=NC=C1Cl)Cl)OC (8-(5-Bromopentyloxy)-4-(3,5-dichloropyridin-4-ylamino)-7-methoxy-2H-chromen-2-one). The product is ClC=1C=NC=C(C1NC1=CC(OC2=C(C(=CC=C12)OC)OCCCCCNC)=O)Cl (4-(3,5-Dichloropyridin-4-ylamino)-7-methoxy-8-(5-(methylamino)pentyloxy)-2H-chromen-2-one). Reaction SMILES: [CH3:1][NH2:2].Br[CH2:4][CH2:5][CH2:6][CH2:7][CH2:8][O:9][C:10]1[C:11]([O:30][CH3:31])=[CH:12][CH:13]=[C:14]2[C:19]=1[O:18][C:17](=[O:20])[CH:16]=[C:15]2[NH:21][C:22]1[C:27]([Cl:28])=[CH:26][N:25]=[CH:24][C:23]=1[Cl:29]>>[Cl:29][C:23]1[CH:24]=[N:25][CH:26]=[C:27]([Cl:28])[C:22]=1[NH:21][C:15]1[C:14]2[C:19](=[C:10]([O:9][CH2:8][CH2:7][CH2:6][CH2:5][CH2:4][NH:2][CH3:1])[C:11]([O:30][CH3:31])=[CH:12][CH:13]=2)[O:18][C:17](=[O:20])[CH:16]=1. Procedure details: The title compound was prepared from methylamine and 8-(5-bromopentyloxy)-4-(3,5-dichloropyridin-4-ylamino)-7-methoxy-2H-chromen-2-one (Example 28) following the procedure outlined in Example 27. 1H NMR (400 MHz, DMSO-d6): δ 8.44 (br s, 2H), 8.33 (s, 2H), 7.78 (d, 1H), 6.92 (d, 1H), 3.94 (t, 2H), 3.85 (s, 1H), 3.84 (s, 3H), 2.93 (t, 2H), 2.53 (s, 3H), 1.82-1.56 (m, 6H); MS (ESI): 452.0. Reactants: Cl.N(C1=CC=CC=C1)C1=CC(=NC2=CC=C3C(=C12)NC=N3)C (9-Anilino-7-methyl-1H-imidazo[4,5-f]quinoline Hydrochloride), CN(C=O)C (dimethylformamide), NC=1C=CC(=C(C1)C(F)(F)F)Cl (5-amino-2-chlorobenzotrifluoride), tan product. Product: O.Cl.ClC1=C(C=C(NC2=CC(=NC3=CC=C4C(=C23)NC=N4)C)C=C1)C(F)(F)F (9-[4-Chloro-3-(trifluoromethyl)anilino]-7-methyl-1H-imidazo[4,5-f] quinoline Hydrochloride Hydrate). RXN SMILES: Cl.N([C:9]1[C:18]2[C:13](=[CH:14][CH:15]=[C:16]3[N:21]=[CH:20][NH:19][C:17]3=2)[N:12]=[C:11]([CH3:22])[CH:10]=1)C1C=CC=CC=1.[NH2:23][C:24]1[CH:25]=[CH:26][C:27]([Cl:34])=[C:28]([C:30]([F:33])([F:32])[F:31])[CH:29]=1.CN(C)C=[O:38]>>[OH2:38].[ClH:34].[Cl:34][C:27]1[CH:26]=[CH:25][C:24]([NH:23][C:9]2[C:18]3[C:13](=[CH:14][CH:15]=[C:16]4[N:21]=[CH:20][NH:19][C:17]4=3)[N:12]=[C:11]([CH3:22])[CH:10]=2)=[CH:29][C:28]=1[C:30]([F:31])([F:32])[F:33] |f:0.1,4.5.6|. Procedure: A stirred mixture of the compound of Example I, C. (22 g. 0.1 mole) and 5-amino-2-chlorobenzotrifluoride (20 g. 0.1 mole) in 200 ml. of dimethylformamide, was refluxed for 6 hours. The reaction solution was stripped in vacuo to give 35 g. (82%) of tan product. The reactants are ClC(Cl)(Br)C(Cl)(Cl)Br, [Li]CCCC, CCC1(c2cc(F)cc(F)c2)OCCO1, C1CCOC1, O. Yields the product CCC1(c2cc(F)c(Br)c(F)c2)OCCO1. Reaction SMILES: [Br:26][C:27]([Cl:28])([Cl:29])[C:30]([Br:31])([Cl:32])[Cl:33].[CH2:1]([Li:2])[CH2:3][CH2:4][CH3:5].[F:11][c:12]1[cH:13][c:14]([C:19]2([CH2:24][CH3:25])[O:20][CH2:21][CH2:22][O:23]2)[cH:15][c:16]([F:18])[cH:17]1.[O:6]1[CH2:7][CH2:8][CH2:9][CH2:10]1.[OH2:34]>>[F:11][c:12]1[cH:13][c:14]([C:19]2([CH2:24][CH3:25])[O:20][CH2:21][CH2:22][O:23]2)[cH:15][c:16]([F:18])[c:17]1[Br:26]. Starting materials: C(C)S(=O)(=O)NC=1C=C2C=CNC2=CC1 (5-ethanesulfonylamino-1H-indole), CN1CCC(CC1)=O (1-methyl-4-piperidone). Product: C(C)S(=O)(=O)NC=1C=C2C(=CNC2=CC1)C=1CCN(CC1)C (5-ethanesulfonylamino-3-(1-methyl-1,2,3,6-tetrahydropyridin-4-yl)-1H-indole). The yield is 59.2%. As a reaction SMILES: [CH2:1]([S:3]([NH:6][C:7]1[CH:8]=[C:9]2[C:13](=[CH:14][CH:15]=1)[NH:12][CH:11]=[CH:10]2)(=[O:5])=[O:4])[CH3:2].[CH3:16][N:17]1[CH2:22][CH2:21][C:20](=O)[CH2:19][CH2:18]1>>[CH2:1]([S:3]([NH:6][C:7]1[CH:8]=[C:9]2[C:13](=[CH:14][CH:15]=1)[NH:12][CH:11]=[C:10]2[C:20]1[CH2:21][CH2:22][N:17]([CH3:16])[CH2:18][CH:19]=1)(=[O:5])=[O:4])[CH3:2]. Procedure: Beginning with 1.45 gm (6.5 mMol) 5-ethanesulfonylamino-1H-indole and 1.03 mL (8.4 mMol) 1-methyl-4-piperidone, 1.23 gm (59.7%) of the title compound were recovered as pale orange crystals.